From a dataset of the Open Reaction Database (ORD), a public repository of structured organic reaction records. describe an organic reaction: reactants, conditions, products, and yield The reactants are OCC=1C(=NN(C1)C1=CC=CC=C1)C=1OC(=CC1)[N+](=O)[O-] (4-hydroxymethyl-3-(5-nitro-2-furyl)-1-phenylpyrazole). Reagents/catalysts: [O-2].[O-2].[Mn+4] (manganese dioxide). The solvent is C(Cl)(Cl)Cl (chloroform). Product: [N+](=O)([O-])C1=CC=C(O1)C1=NN(C=C1C=O)C1=CC=CC=C1 (3-(5-nitro-2-furyl)-1-phenylpyrazole-4-carboxaldehyde). As a reaction SMILES: [OH:1][CH2:2][C:3]1[C:4]([C:14]2[O:15][C:16]([N+:19]([O-:21])=[O:20])=[CH:17][CH:18]=2)=[N:5][N:6]([C:8]2[CH:13]=[CH:12][CH:11]=[CH:10][CH:9]=2)[CH:7]=1>[O-2].[O-2].[Mn+4].C(Cl)(Cl)Cl>[N+:19]([C:16]1[O:15][C:14]([C:4]2[C:3]([CH:2]=[O:1])=[CH:7][N:6]([C:8]3[CH:9]=[CH:10][CH:11]=[CH:12][CH:13]=3)[N:5]=2)=[CH:18][CH:17]=1)([O-:21])=[O:20] |f:1.2.3|. Reported procedure: Heat 0.42 g of 4-hydroxymethyl-3-(5-nitro-2-furyl)-1-phenylpyrazole with 1.3 g of activated manganese dioxide and 6 ml of chloroform for 4 hours at boiling with removal of water. Filter while warm and extract the filter residue three times by boiling with chloroform. Concentrate the produced organic solutions to obtain 3-(5-nitro-2-furyl)-1-phenylpyrazole-4-carboxaldehyde [m.p. 208° to 209° C]. The reactants are [Br-], C1CCOC1, CC(C)(C)[O-], Fc1ccc(C[P+](c2ccccc2)(c2ccccc2)c2ccccc2)cc1, O=Cc1ccc(-c2ccc3ccccc3c2)cc1F, [K+], O. The product is Fc1ccc(C=Cc2ccc(-c3ccc4ccccc4c3)cc2F)cc1. As a reaction SMILES: [Br-:1].[CH2:55]1[O:56][CH2:57][CH2:58][CH2:59]1.[CH3:29][C:30]([CH3:31])([O-:32])[CH3:33].[F:2][c:3]1[cH:4][cH:5][c:6]([CH2:7][P+:8]([c:9]2[cH:10][cH:11][cH:12][cH:13][cH:14]2)([c:15]2[cH:16][cH:17][cH:18][cH:19][cH:20]2)[c:21]2[cH:22][cH:23][cH:24][cH:25][cH:26]2)[cH:27][cH:28]1.[F:35][c:36]1[c:37]([CH:38]=[O:39])[cH:40][cH:41][c:42](-[c:44]2[cH:45][c:46]3[cH:47][cH:48][cH:49][cH:50][c:51]3[cH:52][cH:53]2)[cH:43]1.[K+:34].[OH2:54]>>[F:2][c:3]1[cH:4][cH:5][c:6]([CH:7]=[CH:38][c:37]2[c:36]([F:35])[cH:43][c:42](-[c:44]3[cH:45][c:46]4[cH:47][cH:48][cH:49][cH:50][c:51]4[cH:52][cH:53]3)[cH:41][cH:40]2)[cH:27][cH:28]1. The reactants are Cc1ccccc1, O=C(O)c1ccc(NCCCCCCCCC2CCCCC2)cc1, OCC(O)CO. Product: O=C(OCC(O)CO)c1ccc(NCCCCCCCCC2CCCCC2)cc1. RXN SMILES: [CH3:31][c:32]1[cH:33][cH:34][cH:35][cH:36][cH:37]1.[CH:1]1([CH2:7][CH2:8][CH2:9][CH2:10][CH2:11][CH2:12][CH2:13][CH2:14][NH:15][c:16]2[cH:17][cH:18][c:19]([C:20](=[O:21])[OH:22])[cH:23][cH:24]2)[CH2:2][CH2:3][CH2:4][CH2:5][CH2:6]1.[OH:25][CH2:26][CH:27]([OH:28])[CH2:29][OH:30]>>[CH:1]1([CH2:7][CH2:8][CH2:9][CH2:10][CH2:11][CH2:12][CH2:13][CH2:14][NH:15][c:16]2[cH:17][cH:18][c:19]([C:20](=[O:21])[O:22][CH2:29][CH:27]([CH2:26][OH:25])[OH:28])[cH:23][cH:24]2)[CH2:2][CH2:3][CH2:4][CH2:5][CH2:6]1. The reactants are COCOCCc1ccc(OCc2ccccc2)c(C(=O)OC)c1, CO, Cl, [Na+], [OH-]. The product is COCOCCc1ccc(OCc2ccccc2)c(C(=O)O)c1. Reaction SMILES: [CH2:1]([c:2]1[cH:3][cH:4][cH:5][cH:6][cH:7]1)[O:8][c:9]1[c:10]([C:11](=[O:12])[O:13][CH3:14])[cH:15][c:16]([CH2:19][CH2:20][O:21][CH2:22][O:23][CH3:24])[cH:17][cH:18]1.[CH3:28][OH:29].[ClH:27].[Na+:26].[OH-:25]>>[CH2:1]([c:2]1[cH:3][cH:4][cH:5][cH:6][cH:7]1)[O:8][c:9]1[c:10]([C:11](=[O:12])[OH:13])[cH:15][c:16]([CH2:19][CH2:20][O:21][CH2:22][O:23][CH3:24])[cH:17][cH:18]1. Starting materials: C1(CC1)NC(C1=CC(=C(C(=C1)F)C)C=1C=C2C(=CN(C(C2=CC1)=O)CC1CC1)C=O)=O (N-Cyclopropyl-3-(2-(cyclopropylmethyl)-4-formyl-1-oxo-1,2-dihydroisoquinolin-6-yl)-5-fluoro-4-methylbenzamide), C(C)N1CCC(CC1)CN (C-(1-ethyl-piperidin-4-yl)-methylamine). The product is C1(CC1)NC(C1=CC(=C(C(=C1)F)C)C=1C=C2C(=CN(C(C2=CC1)=O)CC1CC1)CNCC1CCN(CC1)CC)=O (N-Cyclopropyl-3-(2-(cyclopropylmethyl)-4-(((1-ethylpiperidin-4-yl)methylamino)methyl)-1-oxo-1,2-dihydroisoquinolin-6-yl)-5-fluoro-4-methylbenzamide). RXN SMILES: [CH:1]1([NH:4][C:5](=[O:31])[C:6]2[CH:11]=[C:10]([F:12])[C:9]([CH3:13])=[C:8]([C:14]3[CH:15]=[C:16]4[C:21](=[CH:22][CH:23]=3)[C:20](=[O:24])[N:19]([CH2:25][CH:26]3[CH2:28][CH2:27]3)[CH:18]=[C:17]4[CH:29]=O)[CH:7]=2)[CH2:3][CH2:2]1.[CH2:32]([N:34]1[CH2:39][CH2:38][CH:37]([CH2:40][NH2:41])[CH2:36][CH2:35]1)[CH3:33]>>[CH:1]1([NH:4][C:5](=[O:31])[C:6]2[CH:11]=[C:10]([F:12])[C:9]([CH3:13])=[C:8]([C:14]3[CH:15]=[C:16]4[C:21](=[CH:22][CH:23]=3)[C:20](=[O:24])[N:19]([CH2:25][CH:26]3[CH2:27][CH2:28]3)[CH:18]=[C:17]4[CH2:29][NH:41][CH2:40][CH:37]3[CH2:38][CH2:39][N:34]([CH2:32][CH3:33])[CH2:35][CH2:36]3)[CH:7]=2)[CH2:3][CH2:2]1. Procedure: The title compound was prepared as a solid according to the method of Example 75 step ii) using product of Example 75 step i) and C-(1-ethyl-piperidin-4-yl)-methylamine. The reactants are [N+](=O)([O-])C1=CC=C(O1)C1=NNC=C1C=O (3-(5-nitro-2-furyl)-1H-pyrazole-4-carboxaldehyde), NNC(=S)N (thiosemicarbazide), C(C)O (ethanol). The reagents and catalysts are C(C)(=O)O (acetic acid). Solvent: O (water). Run at time 4 day. The product is [N+](=O)([O-])C1=CC=C(O1)C1=NNC=C1C=NNC(=S)N (3-(5-nitro-2-furyl)-1H-pyrazole-4-carboxaldehyde-thiosemicarbazone). The yield is 95.0%. Reaction SMILES: [N+:1]([C:4]1[O:8][C:7]([C:9]2[C:13]([CH:14]=O)=[CH:12][NH:11][N:10]=2)=[CH:6][CH:5]=1)([O-:3])=[O:2].[NH2:16][NH:17][C:18]([NH2:20])=[S:19].C(O)C>C(O)(=O)C.O>[N+:1]([C:4]1[O:8][C:7]([C:9]2[C:13]([CH:14]=[N:16][NH:17][C:18]([NH2:20])=[S:19])=[CH:12][NH:11][N:10]=2)=[CH:6][CH:5]=1)([O-:3])=[O:2]. Procedure: Stir 4.14 g of 3-(5-nitro-2-furyl)-1H-pyrazole-4-carboxaldehyde together with 2.0 g. of thiosemicarbazide, 2 drops of glacial acetic acid and 40 ml of ethanol for 2 hours at 50° C and then for 4 days at room temperature. Dilute the resulting product with water to produce a 95% yield of 3-(5-nitro-2-furyl)-1H-pyrazole-4-carboxaldehyde-thiosemicarbazone [m.p. above 350° C (with decomposition)]. Starting materials: N1[C@H](C(=O)O)CCC1 (proline), N1[C@H](C(=O)O)C[C@@H](O)C1 (hydroxyproline), N[C@@H](CC1=CNC2=CC=CC=C12)C(=O)O (tryptophan). Yields the product N[C@@H](CC1=CC=C(C=C1)O)C(=O)O (tyrosine). RXN SMILES: [NH:1]1[CH2:8][CH2:7][CH2:6][C@H:2]1[C:3]([OH:5])=[O:4].N1[CH2:17][C@H:15]([OH:16])[CH2:14][C@H:10]1C(O)=O.N[C@H](C(O)=O)CC1C2C(=CC=CC=2)NC=1>>[NH2:1][C@H:2]([C:3]([OH:5])=[O:4])[CH2:6][C:7]1[CH:8]=[CH:17][C:15]([OH:16])=[CH:14][CH:10]=1. Procedure: proline (Pro) (pyrrolidin-2-yl), hydroxyproline (4hydroxy-2-pyrrolidinyl), tryptophan (Trp) The reactants are COc1cc(OC)c2c(CNC(=O)OC(C)(C)C)ncc(Nc3nc(C)cs3)c2c1, ClCCl, Cl, C1COCCO1. Product: Cl, COc1cc(OC)c2c(CN)ncc(Nc3nc(C)cs3)c2c1. As a reaction SMILES: [C:1]([O:2][C:3](=[O:4])[NH:7][CH2:8][c:9]1[n:10][cH:11][c:12]([NH:23][c:24]2[s:25][cH:26][c:27]([CH3:29])[n:28]2)[c:13]2[cH:14][c:15]([O:21][CH3:22])[cH:16][c:17]([O:19][CH3:20])[c:18]12)([CH3:5])([CH3:6])[CH3:30].[Cl:32][CH2:33][Cl:34].[ClH:31].[O:35]1[CH2:36][CH2:37][O:38][CH2:39][CH2:40]1>>[ClH:31].[NH2:7][CH2:8][c:9]1[n:10][cH:11][c:12]([NH:23][c:24]2[s:25][cH:26][c:27]([CH3:29])[n:28]2)[c:13]2[cH:14][c:15]([O:21][CH3:22])[cH:16][c:17]([O:19][CH3:20])[c:18]12. The reactants are CCOC(=O)N1CCC(NS(=O)(=O)c2ccc(NC(=O)c3ccccc3C)c3c2CCCC3)CC1, CC(C)=O, [K+], O=[Mn](=O)(=O)[O-]. Product: CCOC(=O)N1CCC(NS(=O)(=O)c2ccc(NC(=O)c3ccccc3C)c3c2CCCC3=O)CC1. As a reaction SMILES: [CH2:1]([CH3:2])[O:3][C:4](=[O:5])[N:6]1[CH2:7][CH2:8][CH:9]([NH:12][S:13](=[O:14])(=[O:15])[c:16]2[cH:17][cH:18][c:19]([NH:26][C:27]([c:28]3[c:29]([CH3:34])[cH:30][cH:31][cH:32][cH:33]3)=[O:35])[c:20]3[c:25]2[CH2:24][CH2:23][CH2:22][CH2:21]3)[CH2:10][CH2:11]1.[CH3:42][C:43](=[O:44])[CH3:45].[K+:41].[Mn:36](=[O:37])([O-:38])(=[O:39])=[O:40]>>[CH2:1]([CH3:2])[O:3][C:4](=[O:5])[N:6]1[CH2:7][CH2:8][CH:9]([NH:12][S:13](=[O:14])(=[O:15])[c:16]2[cH:17][cH:18][c:19]([NH:26][C:27]([c:28]3[c:29]([CH3:34])[cH:30][cH:31][cH:32][cH:33]3)=[O:35])[c:20]3[c:25]2[CH2:24][CH2:23][CH2:22][C:21]3=[O:37])[CH2:10][CH2:11]1.